From a dataset of the Open Reaction Database (ORD), a public repository of structured organic reaction records. describe an organic reaction: reactants, conditions, products, and yield Reactants: ClCCCCBr, O=C([O-])[O-], [K+], [K+], C1CCC2=NCCCN2CC1, CN(C)C=O, Oc1cnc2c(n1)CCCC2. The product is ClCCCCOc1cnc2c(n1)CCCC2. Reaction SMILES: [Br:23][CH2:24][CH2:25][CH2:26][CH2:27][Cl:28].[C:29](=[O:30])([O-:31])[O-:32].[K+:33].[K+:34].[N:12]12[CH2:13][CH2:14][CH2:15][N:16]=[C:17]1[CH2:18][CH2:19][CH2:20][CH2:21][CH2:22]2.[O:35]=[CH:36][N:37]([CH3:38])[CH3:39].[OH:1][c:2]1[n:3][c:4]2[c:9]([n:10][cH:11]1)[CH2:8][CH2:7][CH2:6][CH2:5]2>>[O:1]([c:2]1[n:3][c:4]2[c:9]([n:10][cH:11]1)[CH2:8][CH2:7][CH2:6][CH2:5]2)[CH2:24][CH2:25][CH2:26][CH2:27][Cl:28].